Dataset: the Open Reaction Database (ORD), a public repository of structured organic reaction records. Task: describe an organic reaction: reactants, conditions, products, and yield Starting materials: C(C1=CC=CC=C1)C1=C(N(C2=CC(=CC=C2C1=O)Cl)C1=NC(=CC=C1)N1C(=CC=C1C)C)C=1OC=CN1 (3-benzyl-7-chloro-1-[6-(2,5-dimethyl-pyrrol-1-yl)-pyridin-2-yl]-2-oxazol-2-yl-1H-quinolin-4-one), Cl.NO (hydroxylamine hydrochloride). Solvent: CCO (EtOH), O (water). Product: NC1=CC=CC(=N1)N1C(=C(C(C2=CC=C(C=C12)Cl)=O)CC1=CC=CC=C1)C=1OC=CN1 (1-(6-amino-pyridin-2-yl)-3-benzyl-7-chloro-2-oxazol-2-yl-1H-quinolin-4-one). As a reaction SMILES: [CH2:1]([C:8]1[C:17](=[O:18])[C:16]2[C:11](=[CH:12][C:13]([Cl:19])=[CH:14][CH:15]=2)[N:10]([C:20]2[CH:25]=[CH:24][CH:23]=[C:22]([N:26]3C(C)=CC=C3C)[N:21]=2)[C:9]=1[C:33]1[O:34][CH:35]=[CH:36][N:37]=1)[C:2]1[CH:7]=[CH:6][CH:5]=[CH:4][CH:3]=1.Cl.NO>CCO.O>[NH2:26][C:22]1[N:21]=[C:20]([N:10]2[C:11]3[C:16](=[CH:15][CH:14]=[C:13]([Cl:19])[CH:12]=3)[C:17](=[O:18])[C:8]([CH2:1][C:2]3[CH:7]=[CH:6][CH:5]=[CH:4][CH:3]=3)=[C:9]2[C:33]2[O:34][CH:35]=[CH:36][N:37]=2)[CH:25]=[CH:24][CH:23]=1 |f:1.2|. Procedure: A solution of 3-benzyl-7-chloro-1-[6-(2,5-dimethyl-pyrrol-1-yl)-pyridin-2-yl]-2-oxazol-2-yl-1H-quinolin-4-one (640 mg) in EtOH (3.5 mL) and water (1.3 mL) and hydroxylamine hydrochloride (450 mg) was stirred for 48 h at 60° C. After evaporation of volatiles, the dark brown residue was partitioned into EtOAc and H2O, and the organic phase adsorbed on silica to provide 1-(6-amino-pyridin-2-yl)-3-benzyl-7-chloro-2-oxazol-2-yl-1H-quinolin-4-one (Compound 141). M+H=428; mp=279.3-282.8° C.